From a dataset of the Open Reaction Database (ORD), a public repository of structured organic reaction records. describe an organic reaction: reactants, conditions, products, and yield The reactants are CC(C)(C)OC(=O)c1nnc(Cl)cc1Nc1ccc(Br)cc1F, CCOC(C)=O, [N-]=[N+]=[N-], [Na+], CN(C)C=O. The product is CC(C)(C)OC(=O)c1nnc(N=[N+]=[N-])cc1Nc1ccc(Br)cc1F. As a reaction SMILES: [C:1]([CH3:2])([CH3:3])([CH3:4])[O:5][C:6](=[O:7])[c:8]1[n:9][n:10][c:11]([Cl:23])[cH:12][c:13]1[NH:14][c:15]1[c:16]([F:22])[cH:17][c:18]([Br:21])[cH:19][cH:20]1.[CH3:33][CH2:34][O:35][C:36](=[O:37])[CH3:38].[N-:25]=[N+:26]=[N-:27].[Na+:24].[O:28]=[CH:29][N:30]([CH3:31])[CH3:32]>>[C:1]([CH3:2])([CH3:3])([CH3:4])[O:5][C:6](=[O:7])[c:8]1[n:9][n:10][c:11]([N:25]=[N+:26]=[N-:27])[cH:12][c:13]1[NH:14][c:15]1[c:16]([F:22])[cH:17][c:18]([Br:21])[cH:19][cH:20]1. Reactants: COc1ccc(-c2n[nH]c3ccc(C#N)cc23)cc1OC, CCO, Cl, [Na+], [OH-], O, OO. Yields the product COc1ccc(-c2n[nH]c3ccc(C(N)=O)cc23)cc1OC. RXN SMILES: [CH3:1][O:2][c:3]1[cH:4][c:5](-[c:11]2[n:12][nH:13][c:14]3[cH:15][cH:16][c:17]([C:20]#[N:21])[cH:18][c:19]23)[cH:6][cH:7][c:8]1[O:9][CH3:10].[CH3:27][CH2:28][OH:29].[ClH:26].[Na+:23].[OH-:22].[OH2:30].[OH:24][OH:25]>>[CH3:1][O:2][c:3]1[cH:4][c:5](-[c:11]2[n:12][nH:13][c:14]3[cH:15][cH:16][c:17]([C:20]([NH2:21])=[O:22])[cH:18][c:19]23)[cH:6][cH:7][c:8]1[O:9][CH3:10]. Reactants: N[C@@H](C(=O)O)[C@H](CC)C ((2R,3S)-2-amino-3-methylpentanoic acid), Br (HBr), N(=O)[O-].[Na+] (NaNO2). The solvent is O (H2O), O (H2O). Reaction conditions: time 2 hour. The product is Br[C@@H](C(=O)O)[C@H](CC)C ((2R, 3S)-2-bromo-3-methylpentanoic acid). The yield is 87.5%. RXN SMILES: N[C@H:2]([C@@H:6]([CH3:9])[CH2:7][CH3:8])[C:3]([OH:5])=[O:4].[BrH:10].N([O-])=O.[Na+]>O>[Br:10][C@H:2]([C@@H:6]([CH3:9])[CH2:7][CH3:8])[C:3]([OH:5])=[O:4] |f:2.3|. Procedure details: The (2R,3S)-2-amino-3-methylpentanoic acid (D-allo-isoleucine, 1g, 7.62 mmol) was dissolved in a mixture of HBr 48% (6.95 mL, 61 mmol) and H2O (10.5 mL). At 0° C., a solution of NaNO2 (1.68 g, 24.4 mmol) in H2O (5 mL) was added over a period of 30 min. The reaction was stirred for two hours. The reaction mixture was degassed in vacuo and extracted with EtOAc (2×20mL). The extracts were washed with water (15 mL), dried (Na2SO4), filtered and evaporated to give 1.3 g (87% yield) of the (2R, 3S)-2-... Reactants: 53, COC1=CC=C(C=C1)N1CCN(CC1)C1=CC=C(C=C1)NC(=O)NN (N-{4-[4-(4-methoxyphenyl)-1-piperazinyl]phenyl}hydrazinecarboxamide), Cl.C(C)(N)=N (ethanimidamide hydrochloride). Solvent: CN(C=O)C (N,N-dimethylformamide). Reaction conditions: temperature 130 celsius. Product: 19.5, COC1=CC=C(C=C1)N1CCN(CC1)C1=CC=C(C=C1)N1C(NN=C1C)=O (2,4-dihydro-4-{4-[4-(4-methoxyphenyl)-1-piperazinyl]phenyl}-5-methyl-3H-1,2,4-triazol-3-one). Reaction SMILES: [CH3:1][O:2][C:3]1[CH:8]=[CH:7][C:6]([N:9]2[CH2:14][CH2:13][N:12]([C:15]3[CH:20]=[CH:19][C:18]([NH:21][C:22]([NH:24][NH2:25])=[O:23])=[CH:17][CH:16]=3)[CH2:11][CH2:10]2)=[CH:5][CH:4]=1.Cl.[C:27](=N)(N)[CH3:28]>CN(C)C=O>[CH3:1][O:2][C:3]1[CH:4]=[CH:5][C:6]([N:9]2[CH2:10][CH2:11][N:12]([C:15]3[CH:20]=[CH:19][C:18]([N:21]4[C:27]([CH3:28])=[N:25][NH:24][C:22]4=[O:23])=[CH:17][CH:16]=3)[CH2:13][CH2:14]2)=[CH:7][CH:8]=1 |f:1.2|. Reported procedure: A mixture of 53 parts of N-{4-[4-(4-methoxyphenyl)-1-piperazinyl]phenyl}hydrazinecarboxamide, 53 parts of ethanimidamide hydrochloride and 135 parts of N,N-dimethylformamide is stirred and heated for 3 hours at 130° C. The reaction mixture is cooled and poured onto water. The precipitated product is filtered off, washed with water and with methanol, and crystallized from N,N-dimethylformamide. The product is filtered off and recrystallized from 1,4-dioxane, yielding 19.5 parts of 2,4-dihydro-4-{... Reactants: C(C)(C)(C)OC(=O)N1CC(OCC1)CNC=1SC(C(N1)=O)=CC1=CC(=C(C=C1)OC1=C(C=C(C=C1)C#N)C(F)(F)F)OC (2-({5-[4-(4-Cyano-2-trifluoromethyl-phenoxy)-3-methoxy-benzylidene]-4-oxo-4,5-dihydro-thiazol-2-ylamino}-methyl)-morpholine-4-carboxylic acid tert-butyl ester), FC(C(=O)O)(F)F (trifluoroacetic acid). Solvent: ClCCl (dichloromethane). Run at temperature 0 celsius, time 1 hour. Product: COC1=C(OC2=C(C=C(C#N)C=C2)C(F)(F)F)C=CC(=C1)C=C1C(N=C(S1)NCC1CNCCO1)=O (4-(2-Methoxy-4-{2-[(morpholin-2-ylmethyl)-amino]-4-oxo-4H-thiazol-5-ylidenemethyl}-phenoxy)-3-trifluoromethyl-benzonitrile). Yield: 62.7%. RXN SMILES: C(OC([N:8]1[CH2:13][CH2:12][O:11][CH:10]([CH2:14][NH:15][C:16]2[S:17][C:18](=[CH:22][C:23]3[CH:28]=[CH:27][C:26]([O:29][C:30]4[CH:35]=[CH:34][C:33]([C:36]#[N:37])=[CH:32][C:31]=4[C:38]([F:41])([F:40])[F:39])=[C:25]([O:42][CH3:43])[CH:24]=3)[C:19](=[O:21])[N:20]=2)[CH2:9]1)=O)(C)(C)C.FC(F)(F)C(O)=O>ClCCl>[CH3:43][O:42][C:25]1[CH:24]=[C:23]([CH:22]=[C:18]2[S:17][C:16]([NH:15][CH2:14][CH:10]3[O:11][CH2:12][CH2:13][NH:8][CH2:9]3)=[N:20][C:19]2=[O:21])[CH:28]=[CH:27][C:26]=1[O:29][C:30]1[CH:35]=[CH:34][C:33]([C:36]#[N:37])=[CH:32][C:31]=1[C:38]([F:40])([F:39])[F:41]. Procedure details: LC/MS (m/z) [M+1]+618.8 (calculated for C29H29F3N4O6S, 618.63). 2-({5-[4-(4-Cyano-2-trifluoromethyl-phenoxy)-3-methoxy-benzylidene]-4-oxo-4,5-dihydro-thiazol-2-ylamino}-methyl)-morpholine-4-carboxylic acid tert-butyl ester (0.1 g, 0.16 mmol) was dissolved in dry dichloromethane (6 mL). To the reaction mixture was then added at 0° C. trifluoroacetic acid (2 mL). The reaction mixture was stirred at 0° C. for 1 hour and then at room temperature for 30 minutes. The reaction mixture was then partitio... Starting materials: CC(=O)Nc1ccc(C(C)=O)cc1CBr, CNC, ClC(Cl)Cl. Product: CC(=O)Nc1ccc(C(C)=O)cc1CN(C)C. As a reaction SMILES: [C:4]([CH3:5])(=[O:6])[c:7]1[cH:8][cH:9][c:10]([NH:15][C:16]([CH3:17])=[O:18])[c:11]([CH2:12][Br:13])[cH:14]1.[CH3:1][NH:2][CH3:3].[CH:19]([Cl:20])([Cl:21])[Cl:22]>>[CH3:1][N:2]([CH3:3])[CH2:12][c:11]1[c:10]([NH:15][C:16]([CH3:17])=[O:18])[cH:9][cH:8][c:7]([C:4]([CH3:5])=[O:6])[cH:14]1. The reactants are BrCCCBr (1,3-dibromopropane), ClC1=CC=C(CC#N)C=C1 (4-Chlorobenzyl cyanide), [H-].[Na+] (sodium hydride), ice water. The solvent is CS(=O)C (DMSO), CS(=O)C (DMSO), CS(=O)C (DMSO). Run at time 30 minute. Product: ClC1=CC=C(C=C1)C1(CCC1)C#N (1--(4-chlorophenyl)cyclobutane nitrile). The yield is 85.4%. RXN SMILES: [Cl:1][C:2]1[CH:10]=[CH:9][C:5]([CH2:6][C:7]#[N:8])=[CH:4][CH:3]=1.[H-].[Na+].Br[CH2:14][CH2:15][CH2:16]Br>CS(C)=O>[Cl:1][C:2]1[CH:10]=[CH:9][C:5]([C:6]2([C:7]#[N:8])[CH2:16][CH2:15][CH2:14]2)=[CH:4][CH:3]=1 |f:1.2|. Procedure: 4-Chlorobenzyl cyanide (10 g) in dry DMSO (20 ml) was added over 5 min to a stirred suspension of sodium hydride (4.4 g) in DMSO at 25° C. under argon. The mixture was stirred for 30 minutes then a solution of 1,3-dibromopropane (27 g) in dry DMSO (50 ml) was added over 30 minutes while maintaining the temperature of the reaction mixture at 25°-30° C. After stirring an additional 40 minutes at this temperature the reaction mixture was added to ice water (500 ml) and extracted with dichloromethan... The reactants are CC(C)(O)COc1ccc(Br)cn1, COCCOC, CCO, [Na+], O=C([O-])O, CC(c1ccc(B2OC(C)(C)C(C)(C)O2)cc1)N1CCC(CC(C)(C)O)(c2ccccc2)OC1=O, c1ccc(P(c2ccccc2)(c2ccccc2)[Pd](P(c2ccccc2)(c2ccccc2)c2ccccc2)(P(c2ccccc2)(c2ccccc2)c2ccccc2)P(c2ccccc2)(c2ccccc2)c2ccccc2)cc1. Yields the product CC(c1ccc(-c2ccc(OCC(C)(C)O)nc2)cc1)N1CCC(CC(C)(C)O)(c2ccccc2)OC1=O. Reaction SMILES: [Br:1][c:2]1[cH:3][cH:4][c:5]([O:8][CH2:9][C:10]([CH3:11])([OH:12])[CH3:13])[n:6][cH:7]1.[CH3:54][O:55][CH2:56][CH2:57][O:58][CH3:59].[CH3:60][CH2:61][OH:62].[Na+:53].[O-:49][C:50]([OH:51])=[O:52].[OH:14][C:15]([CH2:16][C:17]1([c:41]2[cH:42][cH:43][cH:44][cH:45][cH:46]2)[CH2:18][CH2:19][N:20]([CH:24]([CH3:25])[c:26]2[cH:27][cH:28][c:29]([B:32]3[O:33][C:34]([CH3:35])([CH3:36])[C:37]([CH3:38])([CH3:39])[O:40]3)[cH:30][cH:31]2)[C:21](=[O:23])[O:22]1)([CH3:47])[CH3:48].[cH:63]1[cH:64][cH:65][c:66]([P:67]([Pd:68]([P:69]([c:70]2[cH:71][cH:72][cH:73][cH:74][cH:75]2)([c:76]2[cH:77][cH:78][cH:79][cH:80][cH:81]2)[c:82]2[cH:83][cH:84][cH:85][cH:86][cH:87]2)([P:88]([c:89]2[cH:90][cH:91][cH:92][cH:93][cH:94]2)([c:95]2[cH:96][cH:97][cH:98][cH:99][cH:100]2)[c:101]2[cH:102][cH:103][cH:104][cH:105][cH:106]2)[P:107]([c:108]2[cH:109][cH:110][cH:111][cH:112][cH:113]2)([c:114]2[cH:115][cH:116][cH:117][cH:118][cH:119]2)[c:120]2[cH:121][cH:122][cH:123][cH:124][cH:125]2)([c:126]2[cH:127][cH:128][cH:129][cH:130][cH:131]2)[c:132]2[cH:133][cH:134][cH:135][cH:136][cH:137]2)[cH:138][cH:139]1>>[c:2]1(-[c:29]2[cH:28][cH:27][c:26]([CH:24]([N:20]3[CH2:19][CH2:18][C:17]([CH2:16][C:15]([OH:14])([CH3:47])[CH3:48])([c:41]4[cH:42][cH:43][cH:44][cH:45][cH:46]4)[O:22][C:21]3=[O:23])[CH3:25])[cH:31][cH:30]2)[cH:3][cH:4][c:5]([O:8][CH2:9][C:10]([CH3:11])([OH:12])[CH3:13])[n:6][cH:7]1.